This data is from the Open Reaction Database (ORD), a public repository of structured organic reaction records. The task is: describe an organic reaction: reactants, conditions, products, and yield The reactants are CO, CS(=O)(=O)c1nc2cccnc2[nH]1, [Ca+2], [Cl-], [Cl-], C[Si](C)(C)CCOCCl, [H-], [Na+], CN(C)C=O. The product is C[Si](C)(C)CCOCn1c(S(C)(=O)=O)nc2ncccc21. RXN SMILES: [CH3:33][OH:34].[CH3:3][S:4](=[O:5])(=[O:6])[c:7]1[n:8][c:9]2[c:10]([n:11][cH:12][cH:13][cH:14]2)[nH:15]1.[Ca+2:26].[Cl-:25].[Cl-:27].[Cl:16][CH2:17][O:18][CH2:19][CH2:20][Si:21]([CH3:22])([CH3:23])[CH3:24].[H-:1].[Na+:2].[O:28]=[CH:29][N:30]([CH3:31])[CH3:32]>>[CH3:3][S:4](=[O:5])(=[O:6])[c:7]1[n:8]([CH2:17][O:18][CH2:19][CH2:20][Si:21]([CH3:22])([CH3:23])[CH3:24])[c:9]2[c:10]([n:11][cH:12][cH:13][cH:14]2)[n:15]1. Starting materials: C(C)OC(=O)C1=CN(C2=CC(=C(C=C2C1=O)CBr)Br)CC1=C(C=CC=C1F)F (7-bromo-6-bromomethyl-1-(2,6-difluorobenzyl)-1,4-dihydro-4-oxoquinoline-3-carboxylic acid ethyl ester), CNCC1=CC=CC=C1 (methylbenzylamine), C(C)(=O)OCC (Ethyl acetate), O (water). The solvent is CCN(C(C)C)C(C)C (DIPEA), CN(C)C=O (DMF). Reaction conditions: time 16 hour. Product: C(C)OC(=O)C1=CN(C2=CC(=C(C=C2C1=O)CN(C)CC1=CC=CC=C1)Br)CC1=C(C=CC=C1F)F (6-(N-Benzyl-N-methylaminomethyl)-7-bromo-1-(2,6-difluorobenzyl)-1,4-dihydro-4-oxoquinoline-3-carboxylic acid ethylester). RXN SMILES: [CH2:1]([O:3][C:4]([C:6]1[C:15](=[O:16])[C:14]2[C:9](=[CH:10][C:11]([Br:19])=[C:12]([CH2:17]Br)[CH:13]=2)[N:8]([CH2:20][C:21]2[C:26]([F:27])=[CH:25][CH:24]=[CH:23][C:22]=2[F:28])[CH:7]=1)=[O:5])[CH3:2].[CH3:29][NH:30][CH2:31][C:32]1[CH:37]=[CH:36][CH:35]=[CH:34][CH:33]=1.C(OCC)(=O)C.O>CCN(C(C)C)C(C)C.CN(C=O)C>[CH2:1]([O:3][C:4]([C:6]1[C:15](=[O:16])[C:14]2[C:9](=[CH:10][C:11]([Br:19])=[C:12]([CH2:17][N:30]([CH2:31][C:32]3[CH:37]=[CH:36][CH:35]=[CH:34][CH:33]=3)[CH3:29])[CH:13]=2)[N:8]([CH2:20][C:21]2[C:22]([F:28])=[CH:23][CH:24]=[CH:25][C:26]=2[F:27])[CH:7]=1)=[O:5])[CH3:2]. Procedure: A mixture of 7-bromo-6-bromomethyl-1-(2,6-difluorobenzyl)-1,4-dihydro-4-oxoquinoline-3-carboxylic acid ethyl ester (110 mg, 0.21 mmol), methylbenzylamine (31 mg, 0.26 mmol) in DIPEA (0.045 mL) and DMF (15 mL) was stirred at room temperature for 16 h. Ethyl acetate and water were added. The organic phase was separated and washed with water, dried with MgSO4. The solvent was evaporated and the residue dried under vacuum to yield the product as a white solid. Starting materials: CC(=O)O, CN(C)C=O, O=Cc1ccc(Cl)cc1, O, CCOP(=O)(Cc1ccc2ccc3cccc4ccc1c2c34)OCC. Product: Clc1ccc(C=Cc2ccc3ccc4cccc5ccc2c3c45)cc1. As a reaction SMILES: [CH3:35][C:36](=[O:37])[OH:38].[CH3:39][N:40]([CH3:41])[CH:42]=[O:43].[Cl:26][c:27]1[cH:28][cH:29][c:30]([CH:31]=[O:32])[cH:33][cH:34]1.[OH2:44].[c:1]1([CH2:17][P:18](=[O:19])([O:20][CH2:21][CH3:22])[O:23][CH2:24][CH3:25])[cH:2][cH:3][c:4]2[cH:5][cH:6][c:7]3[cH:8][cH:9][cH:10][c:11]4[cH:12][cH:13][c:14]1[c:15]2[c:16]34>>[c:1]1([CH:17]=[CH:31][c:30]2[cH:29][cH:28][c:27]([Cl:26])[cH:34][cH:33]2)[cH:2][cH:3][c:4]2[cH:5][cH:6][c:7]3[cH:8][cH:9][cH:10][c:11]4[cH:12][cH:13][c:14]1[c:15]2[c:16]34. Starting materials: CC(C)=O, FC(F)(F)c1ccc(CCl)cn1, Cc1ccc(-c2ccn3c(=O)[nH]nc3c2Cl)cc1, [K+], [K+], O=C([O-])[O-]. Product: Cc1ccc(-c2ccn3c(=O)n(Cc4ccc(C(F)(F)F)nc4)nc3c2Cl)cc1. As a reaction SMILES: [CH3:37][C:38](=[O:39])[CH3:40].[Cl:19][CH2:20][c:21]1[cH:22][cH:23][c:24]([C:27]([F:28])([F:29])[F:30])[n:25][cH:26]1.[Cl:1][c:2]1[c:3]2[n:4]([cH:5][cH:6][c:7]1-[c:8]1[cH:9][cH:10][c:11]([CH3:14])[cH:12][cH:13]1)[c:15](=[O:18])[nH:16][n:17]2.[K+:31].[K+:32].[O-:33][C:34]([O-:35])=[O:36]>>[Cl:1][c:2]1[c:3]2[n:4]([cH:5][cH:6][c:7]1-[c:8]1[cH:9][cH:10][c:11]([CH3:14])[cH:12][cH:13]1)[c:15](=[O:18])[n:16]([CH2:20][c:21]1[cH:22][cH:23][c:24]([C:27]([F:28])([F:29])[F:30])[n:25][cH:26]1)[n:17]2.